From a dataset of the Open Reaction Database (ORD), a public repository of structured organic reaction records. describe an organic reaction: reactants, conditions, products, and yield Starting materials: ClCCCl, OCc1ccc(Cl)nc1, O=S(Cl)Cl. Product: ClCc1ccc(Cl)nc1. As a reaction SMILES: [Cl:14][CH2:15][CH2:16][Cl:17].[Cl:1][c:2]1[n:3][cH:4][c:5]([CH2:8][OH:9])[cH:6][cH:7]1.[S:10]([Cl:11])([Cl:12])=[O:13]>>[Cl:1][c:2]1[n:3][cH:4][c:5]([CH2:8][Cl:12])[cH:6][cH:7]1. Starting materials: FC1=CC=CC(=N1)NNC(=O)N (2-(6-fluoro-2-pyridinyl)hydrazinecarboxamide), C(=O)O (formic acid). Product: FC1=CC=CC(=N1)N1N=C(N=C1)O (1-(6-fluoro-2-pyridinyl)-1H-1,2,4-triazol-3-ol). The yield is 60.0%. Reaction SMILES: [F:1][C:2]1[N:7]=[C:6]([NH:8][NH:9][C:10]([NH2:12])=[O:11])[CH:5]=[CH:4][CH:3]=1.[CH:13](O)=O>>[F:1][C:2]1[N:7]=[C:6]([N:8]2[CH:13]=[N:12][C:10]([OH:11])=[N:9]2)[CH:5]=[CH:4][CH:3]=1. Procedure details: A solution was prepared by admixing 17 g (0.10 m) of 2-(6-fluoro-2-pyridinyl)hydrazinecarboxamide and 60 mls of 98 percent formic acid. This mixture was stirred and refluxed for 2 hours and allowed to cool to room temperature. The insolubles were filtered off and dried to produce 3.5 g of the desired 1-(6-fluoro-2-pyridinyl)-1H-1,2,4-triazol-3-ol which melted at 290° C. with decomposition. The excess formic acid in the remaining liquid phase was distilled off under reduced pressure and the solid... Reactants: CNCCCN(C)C, CN(C)C=O, CCOC(C)=O, CCN(C(C)C)C(C)C, COc1cc(C2=CCCCC2)c(Cl)cc1C(=O)N1Cc2ccc(C(=O)O)n2Cc2ccccc21, On1nnc2ccccc21. The product is COc1cc(C2=CCCCC2)c(Cl)cc1C(=O)N1Cc2ccc(C(=O)N(C)CCCN(C)C)n2Cc2ccccc21. RXN SMILES: [CH3:35][N:36]([CH2:37][CH2:38][CH2:39][NH:40][CH3:41])[CH3:42].[CH3:62][N:63]([CH3:64])[CH:65]=[O:66].[CH3:67][CH2:68][O:69][C:70](=[O:71])[CH3:72].[CH:53]([N:54]([CH2:55][CH3:56])[CH:57]([CH3:58])[CH3:59])([CH3:60])[CH3:61].[Cl:1][c:2]1[c:3]([C:29]2=[CH:30][CH2:31][CH2:32][CH2:33][CH2:34]2)[cH:4][c:5]([O:27][CH3:28])[c:6]([C:7](=[O:8])[N:9]2[CH2:10][c:11]3[n:12]([c:20]([C:23](=[O:24])[OH:25])[cH:21][cH:22]3)[CH2:13][c:14]3[c:15]2[cH:16][cH:17][cH:18][cH:19]3)[cH:26]1.[OH:43][n:44]1[c:45]2[cH:46][cH:47][cH:48][cH:49][c:50]2[n:51][n:52]1>>[Cl:1][c:2]1[c:3]([C:29]2=[CH:30][CH2:31][CH2:32][CH2:33][CH2:34]2)[cH:4][c:5]([O:27][CH3:28])[c:6]([C:7](=[O:8])[N:9]2[CH2:10][c:11]3[n:12]([c:20]([C:23](=[O:25])[N:40]([CH2:39][CH2:38][CH2:37][N:36]([CH3:35])[CH3:42])[CH3:41])[cH:21][cH:22]3)[CH2:13][c:14]3[c:15]2[cH:16][cH:17][cH:18][cH:19]3)[cH:26]1. Reactants: N#N (N2), C(C)(C)(C)[Si](OC(C)C=1OC(=CN1)CN1N=CC(=N1)N)(C)C (2-{2-[1-(tert-Butyl-dimethyl-silanyloxy)-ethyl]-oxazol-5-ylmethyl}-2H-[1,2,3]triazol-4-ylamine), ClC=1C=C(C=CC1)C1=C(N=C(O1)C)C(=O)O (5-(3-chloro-phenyl)-2-methyl-oxazole-4-carboxylic acid), C=1C=CC2=C(C1)N=NN2O (HOBt), C(CCl)Cl (EDC). Reagents/catalysts: CN(C)C=1C=CN=CC1 (DMAP). The solvent is O (water), C(Cl)Cl (CH2Cl2), C(Cl)Cl (CH2Cl2), C(Cl)Cl (CH2Cl2). Run at time 30 minute. Product: C(C)(C)(C)[Si](OC(C)C=1OC(=CN1)CN1N=CC(=N1)NC(=O)C=1N=C(OC1C1=CC(=CC=C1)Cl)C)(C)C (5-(3-Chloro-phenyl)-2-methyl-oxazole-4-carboxylic acid (2-{2-[1-(tert-butyl-dimethyl-silanyloxy)-ethyl]-oxazol-5-ylmethyl}-2H-[1,2,3]triazol-4-yl)-amide). RXN SMILES: N#N.[Cl:3][C:4]1[CH:5]=[C:6]([C:10]2[O:14][C:13]([CH3:15])=[N:12][C:11]=2[C:16]([OH:18])=O)[CH:7]=[CH:8][CH:9]=1.C1C=CC2N(O)N=NC=2C=1.C(Cl)CCl.[C:33]([Si:37]([CH3:54])([CH3:53])[O:38][CH:39]([C:41]1[O:42][C:43]([CH2:46][N:47]2[N:51]=[C:50]([NH2:52])[CH:49]=[N:48]2)=[CH:44][N:45]=1)[CH3:40])([CH3:36])([CH3:35])[CH3:34]>C(Cl)Cl.CN(C1C=CN=CC=1)C.O>[C:33]([Si:37]([CH3:54])([CH3:53])[O:38][CH:39]([C:41]1[O:42][C:43]([CH2:46][N:47]2[N:51]=[C:50]([NH:52][C:16]([C:11]3[N:12]=[C:13]([CH3:15])[O:14][C:10]=3[C:6]3[CH:7]=[CH:8][CH:9]=[C:4]([Cl:3])[CH:5]=3)=[O:18])[CH:49]=[N:48]2)=[CH:44][N:45]=1)[CH3:40])([CH3:36])([CH3:35])[CH3:34]. Procedure details: In a flame dried round-bottomed flask equipped with a magnetic stir bar and under inert atmosphere (N2), a solution of 5-(3-chloro-phenyl)-2-methyl-oxazole-4-carboxylic acid (37 mg, 0.16 mmol) in CH2Cl2 (1.0 mL) was treated at rt with HOBt (25 mg, 0.19 mmol), EDC (74 mg, 0.38 mmol), DMAP (5 mg, 0.04 mmol) and the resulting mixture was stirred at rt for 30 min. 2-{2-[1-(tert-Butyl-dimethyl-silanyloxy)-ethyl]-oxazol-5-ylmethyl}-2H-[1,2,3]triazol-4-ylamine (50 mg, 0.16 mmol) in CH2Cl2 (0.6 mL) was ...